From a dataset of the Open Reaction Database (ORD), a public repository of structured organic reaction records. describe an organic reaction: reactants, conditions, products, and yield Starting materials: N=1N=CN(C1)NC=1C=CC=2C(=NON2)C1 (5-[N-(4H-1,2,4-triazol-4-yl)-amino]benzofurazan), ClCC=1N=CSC1 (4-chloromethylthiazole). Yields the product S1C=NC(=C1)CN(N1C=NN=C1)C=1C=CC=2C(=NON2)C1 (5-[N-(4-thiazolylmethyl)-N-(4H-1,2,4-triazol-4-yl)-amino]benzofurazan). RXN SMILES: [N:1]1[N:2]=[CH:3][N:4]([NH:6][C:7]2[CH:8]=[CH:9][C:10]3[C:11]([CH:15]=2)=[N:12][O:13][N:14]=3)[CH:5]=1.Cl[CH2:17][C:18]1[N:19]=[CH:20][S:21][CH:22]=1>>[S:21]1[CH:22]=[C:18]([CH2:17][N:6]([C:7]2[CH:8]=[CH:9][C:10]3[C:11]([CH:15]=2)=[N:12][O:13][N:14]=3)[N:4]2[CH:5]=[N:1][N:2]=[CH:3]2)[N:19]=[CH:20]1. Reported procedure: Starting Compounds: 5-[N-(4H-1,2,4-triazol-4-yl)-amino]benzofurazan and 4-chloromethylthiazole